From a dataset of the Open Reaction Database (ORD), a public repository of structured organic reaction records. describe an organic reaction: reactants, conditions, products, and yield The reactants are FC=1C=C(N)C=C(C1)F (3,5-difluoroaniline), ClC=1C(=C(C(=C(C(=O)O)C1F)F)C(=O)O)F (5-chloro-2,4,6-trifluoroisophthalic acid). The product is ClC1=C(C=C(C=C1F)F)F (2-chloro-1,3,5-trifluorobenzene). RXN SMILES: FC1C=C(C=C(F)C=1)N.[Cl:10][C:11]1[C:12]([F:25])=[C:13](C(O)=O)[C:14]([F:21])=[C:15]([C:19]=1[F:20])C(O)=O>>[Cl:10][C:11]1[C:12]([F:25])=[CH:13][C:14]([F:21])=[CH:15][C:19]=1[F:20]. Reported procedure: EP 460 639 describes a three-stage preparation of 3,5-difluoroaniline. Starting from 5-chloro-2,4,6-trifluoroisophthalic acid, this is decarboxylated to give 2-chloro-1,3,5-trifluorobenzene. By reaction of the 2-chloro-1,3,5-trifluorobenzene with copper and water at 300° C., 1,3,5-trifluorobenzene can be prepared. According to Example 6 of EP 460 639, 1,3,5-tri-fluorobenzene is reacted with methanol saturated with ammonia at 200° C. for 60 hours and 3,5-difluoroaniline is obtained. The reactants are N1C=C(C2=CC=CC=C12)CCC(=O)O (3-(3-indolyl)propionic acid), solution, CN (methylamine), FC(C(=O)O)(F)F (trifluoroacetic acid), FC(C(=O)OC(C(F)(F)F)=O)(F)F (trifluoroacetic anhydride). Solvent: C(C)#N (acetonitrile), C(C)#N (acetonitrile), C(C)#N (acetonitrile), N1=CC=CC=C1 (pyridine). Run at time 30 minute. Product: N1C=C(C2=CC=CC=C12)CCC(=O)NC (3-(3-indolyl)-N-methyl-propionamide). RXN SMILES: FC(F)(F)C(O)=O.FC(F)(F)C(OC(=O)C(F)(F)F)=O.[NH:21]1[C:29]2[C:24](=[CH:25][CH:26]=[CH:27][CH:28]=2)[C:23]([CH2:30][CH2:31][C:32]([OH:34])=O)=[CH:22]1.[CH3:35][NH2:36]>C(#N)C.N1C=CC=CC=1>[NH:21]1[C:29]2[C:24](=[CH:25][CH:26]=[CH:27][CH:28]=2)[C:23]([CH2:30][CH2:31][C:32]([NH:36][CH3:35])=[O:34])=[CH:22]1. Procedure details: A mixture of 57 g trifluoroacetic acid and 105 g trifluoroacetic anhydride in 400 ml anhydrous acetonitrile are added dropwise to a stirred suspension of 95.1 g 3-(3-indolyl)propionic acid in 500 ml anhydrous acetonitrile and maintained with stirring at -15° for 30 minutes. Under good cooling 500 ml anhydrous pyridine are added between -20° and -15° and quickly 238 ml of a 4.2 N solution of anhydrous methylamine in acetonitrile. The mixture is warmed with stirring at 0° for 15 minutes and mainta... Starting materials: BrCC=1C=CC(=NC1)Cl (5-(bromomethyl)-2-chloropyridine), BrC=1C=C(C=NC1)[C@H]1NC(O[C@@H]1C1=C(C=CC(=C1)F)F)=O ((4R,5R)-4-(5-bromopyridin-3-yl)-5-(2,5-difluorophenyl)oxazolidin-2-one), BrC=1C=NC=C(C1)CBr (3-bromo-5-(bromomethyl)pyridine). Yields the product ClC1=CC=C(C=N1)[C@H]1NC(O[C@@H]1C1=CC(=CC=C1)F)=O ((4R,5R)-4-(6-Chloropyridin-3-yl)-5-(3-fluorophenyl)oxazolidin-2-one). Reaction SMILES: Br[CH2:2][C:3]1[CH:4]=[CH:5][C:6]([Cl:9])=[N:7][CH:8]=1.BrC1C=C([C@@H]2[C@@H:21]([C:22]3[CH:27]=[C:26]([F:28])[CH:25]=[CH:24][C:23]=3F)[O:20][C:19](=[O:30])[NH:18]2)C=NC=1.BrC1C=NC=C(CBr)C=1>>[Cl:9][C:6]1[N:7]=[CH:8][C:3]([C@@H:2]2[C@@H:21]([C:22]3[CH:23]=[CH:24][CH:25]=[C:26]([F:28])[CH:27]=3)[O:20][C:19](=[O:30])[NH:18]2)=[CH:4][CH:5]=1. Procedure details: Prepared from 5-(bromomethyl)-2-chloropyridine in similar fashion to the preparation of (4R,5R)-4-(5-bromopyridin-3-yl)-5-(2,5-difluorophenyl)oxazolidin-2-one from 3-bromo-5-(bromomethyl)pyridine. 1H NMR (500 MHz, CDCl3) δ ppm 8.19-8.36 (1H, m), 7.72 (1H, dd, J=8.39, 2.59 Hz), 7.42-7.49 (1H, m), 7.32-7.42 (1H, m), 6.94-7.08 (2H, m), 5.56 (1H, s), 5.23 (1H, d, J=7.63 Hz), 4.77 (1H, d, J=7.63 Hz). Mass Spectral Anal. Calcd. for [M+H]+ C14H10ClFN2O2: 293.0. found 293.1. Starting materials: CC(=O)OC1CC(n2cnc3c(NC4CCc5ccccc54)ncnc32)OC1CO, NS(=O)(=O)Cl. Yields the product CC(=O)OC1CC(n2cnc3c(NC4CCc5ccccc54)ncnc32)OC1COS(N)(=O)=O. RXN SMILES: [C:1]([CH3:2])(=[O:3])[O:4][CH:5]1[CH:6]([CH2:29][OH:30])[O:7][CH:8]([n:10]2[c:11]3[n:12][cH:13][n:14][c:15]([NH:19][CH:20]4[CH2:21][CH2:22][c:23]5[cH:24][cH:25][cH:26][cH:27][c:28]54)[c:16]3[n:17][cH:18]2)[CH2:9]1.[Cl:31][S:32](=[O:33])(=[O:34])[NH2:35]>>[C:1]([CH3:2])(=[O:3])[O:4][CH:5]1[CH:6]([CH2:29][O:30][S:32](=[O:33])(=[O:34])[NH2:35])[O:7][CH:8]([n:10]2[c:11]3[n:12][cH:13][n:14][c:15]([NH:19][CH:20]4[CH2:21][CH2:22][c:23]5[cH:24][cH:25][cH:26][cH:27][c:28]54)[c:16]3[n:17][cH:18]2)[CH2:9]1.